Dataset: the Open Reaction Database (ORD), a public repository of structured organic reaction records. Task: describe an organic reaction: reactants, conditions, products, and yield Starting materials: ClC1=CC=C2C(=C(C=NC2=C1Cl)C(=O)OCC)O (ethyl 7,8-dichloro-4-hydroxyquinoline-3-carboxylate), ClC1=CC=C(CN)C=C1 (4-chlorobenzylamine). Solvent: C(C)OCC (diethyl ether). Run at temperature 180 celsius. Product: ClC1=CC=C2C(=C(C=NC2=C1Cl)C(=O)NCC1=CC=C(C=C1)Cl)O (7,8-Dichloro-N-[(4-chlorophenyl)methyl]-4-hydroxy-3-quinolinecarboxamide). Reaction SMILES: [Cl:1][C:2]1[C:11]([Cl:12])=[C:10]2[C:5]([C:6]([OH:18])=[C:7]([C:13]([O:15]CC)=O)[CH:8]=[N:9]2)=[CH:4][CH:3]=1.[Cl:19][C:20]1[CH:27]=[CH:26][C:23]([CH2:24][NH2:25])=[CH:22][CH:21]=1>C(OCC)C>[Cl:1][C:2]1[C:11]([Cl:12])=[C:10]2[C:5]([C:6]([OH:18])=[C:7]([C:13]([NH:25][CH2:24][C:23]3[CH:26]=[CH:27][C:20]([Cl:19])=[CH:21][CH:22]=3)=[O:15])[CH:8]=[N:9]2)=[CH:4][CH:3]=1. Reported procedure: 2,3-Dichloroaniline (7.83 g) and diethyl ethoxymethylenemalonate (9.76 g) are heated at 130° C. for 1.5 hours. The reaction is cooled to 60° C. and the solution poured into hexanes. The intermediate enamine is collected and dried. The solid is added to 70 mL diphenyl ether and heated to 250° C. for 1.5 hours with removal of ethanol with a Dean-Stark trap. The reaction is cooled to room temperature. The product is collected by filtration, washed thoroughly with hexanes, and dried to yield 11.32 g... Reactants: CCCCCC (hexane), C(C)(=O)OCC (ethyl acetate), [F-].C(CCC)[N+](CCCC)(CCCC)CCCC (Tetrabutylammonium fluoride), [Si](C)(C)(C(C)(C)C)OC[C@H]1CN(C[C@@H]1C1=CC(=CC=C1)F)[C@H]1C(OCC1(C)C)=O (dihydro-3-(R)-(3-(R)-((t-butyldimethylsilyloxy)methyl)-4-(S)-(3-fluorophenyl)-pyrrolidin-1-yl)-4,4-dimethyl-2(3H)furanone). Run in C1CCOC1 (THF), C(C)OCC (diethyl ether). Run at time 2 hour. The product is OC[C@H]1CN(C[C@@H]1C1=CC(=CC=C1)F)[C@H]1C(OCC1(C)C)=O (Dihydro-3-(R)-(3-(R)-(hydroxymethyl)-4-(S)-(3-fluorophenyl)-pyrrolidin-1-yl)-4,4-dimethyl-2(3H)furanone). Isolated yield 55.0%. RXN SMILES: [F-].C([N+](CCCC)(CCCC)CCCC)CCC.[Si]([O:26][CH2:27][C@@H:28]1[C@@H:32]([C:33]2[CH:38]=[CH:37][CH:36]=[C:35]([F:39])[CH:34]=2)[CH2:31][N:30]([C@@H:40]2[C:44]([CH3:46])([CH3:45])[CH2:43][O:42][C:41]2=[O:47])[CH2:29]1)(C(C)(C)C)(C)C.CCCCCC.C(OCC)(=O)C>C1COCC1.C(OCC)C>[OH:26][CH2:27][C@@H:28]1[C@@H:32]([C:33]2[CH:38]=[CH:37][CH:36]=[C:35]([F:39])[CH:34]=2)[CH2:31][N:30]([C@@H:40]2[C:44]([CH3:45])([CH3:46])[CH2:43][O:42][C:41]2=[O:47])[CH2:29]1 |f:0.1|. Reported procedure: Tetrabutylammonium fluoride (3.6 mL, 1N in THF, 3.6 mmol) was added to a solution of dihydro-3-(R)-(3-(R)-((t-butyldimethylsilyloxy)methyl)-4-(S)-(3-fluorophenyl)-pyrrolidin-1-yl)-4,4-dimethyl-2(3H)furanone (500 mg, 1.2 mmol, from Step A) in 1 mL of THF. After 2 h. at room temperature, the solution was diluted with diethyl ether and washed with 1N NaOH and brine. The solution was dried over Na2SO4, filtered and concentrated. Flash chromatography (1:1 hexane:ethyl acetate) provided 203 mg (55% yi... The reactants are C([O-])([O-])=O.[K+].[K+] (potassium carbonate), ClC=1C=C(C(=O)OO)C=CC1 (3-chloroperoxybenzoic acid), C(C=C)C1=C(C(=CC(=C1)C1CCCC1)Br)O (2-allyl-6-bromo-4-cyclopentylphenol), Intermediate 9, Intermediate 8, C(C=C)C1=C(C(=CC(=C1)C1CCCC1)Br)O (2-allyl-6-bromo-4-cyclopentylphenol), C(C=C)OCC=C (allyl ether). Run in C1(=CC(=CC(=C1)C)C)C (mesitylene). The product is BrC1=CC(=CC=2CC(OC21)CO)C2CCCC2 ((±)-(7-bromo-5-cyclopentyl-2,3-dihydro-1-benzofuran-2-yl)methanol). The yield is 53.0%. RXN SMILES: C([O:4]CC=C)C=C.[CH2:8]([C:11]1[CH:16]=[C:15]([CH:17]2[CH2:21][CH2:20][CH2:19][CH2:18]2)[CH:14]=[C:13]([Br:22])[C:12]=1[OH:23])[CH:9]=[CH2:10].ClC1C=C(C=CC=1)C(OO)=O.C(=O)([O-])[O-].[K+].[K+]>C1(C)C=C(C)C=C(C)C=1>[Br:22][C:13]1[C:12]2[O:23][CH:9]([CH2:10][OH:4])[CH2:8][C:11]=2[CH:16]=[C:15]([CH:17]2[CH2:18][CH2:19][CH2:20][CH2:21]2)[CH:14]=1 |f:3.4.5|. Reported procedure: To a solution of 4-cyclopentylphenol (3.0 g, 18.0 mmol) in acetonitrile (30 mL) cooled to 0° C. was slowly added N-bromosuccinimide (3.29 g, 18 mmol) generally according to the procedure described for Example 309 afforded 3.75 g (84%) of 2-bromo-4-cyclopentylphenol Treatment of 2-bromo-4-cyclopentylphenol (3.75 g, 16.0 mmol) with potassium carbonate (5.4.0 g, 40 mmol) and allyl bromide (2.38 g, 20.8 mmol), followed by refluxing the resultant allyl ether in mesitylene generally according to the p... Reactants: C(C)(C)C1=C(SC2=C1C=CC(=C2)C(F)(F)F)C=O (3-isopropyl-6-(trifluoromethyl)benzothiophen-2-carboxaldehyde), C(C)(=O)C1=CC(=C(C=C1)C=CC(=O)OC)C (methyl 3-(4-acetyl-2-methylphenyl)-acrylate), Example 7 ( 1 ). The product is C(C)(C)C1=C(SC2=C1C=CC(=C2)C(F)(F)F)C=CC(=O)C2=CC(=C(C=C2)C=CC(=O)OC)C (Methyl 3-[4-[3-[3-isopropyl-6-(trifluoromethyl)-benzothiophen-2-yl]propenoyl]-2-methylphenyl]acrylate). RXN SMILES: [CH:1]([C:4]1[C:8]2[CH:9]=[CH:10][C:11]([C:13]([F:16])([F:15])[F:14])=[CH:12][C:7]=2[S:6][C:5]=1[CH:17]=O)([CH3:3])[CH3:2].[C:19]([C:22]1[CH:27]=[CH:26][C:25]([CH:28]=[CH:29][C:30]([O:32][CH3:33])=[O:31])=[C:24]([CH3:34])[CH:23]=1)(=[O:21])[CH3:20]>>[CH:1]([C:4]1[C:8]2[CH:9]=[CH:10][C:11]([C:13]([F:16])([F:15])[F:14])=[CH:12][C:7]=2[S:6][C:5]=1[CH:17]=[CH:20][C:19]([C:22]1[CH:27]=[CH:26][C:25]([CH:28]=[CH:29][C:30]([O:32][CH3:33])=[O:31])=[C:24]([CH3:34])[CH:23]=1)=[O:21])([CH3:2])[CH3:3]. Procedure details: The titled compound was prepared from the above-mentioned 3-isopropyl-6-(trifluoromethyl)benzothiophen-2-carboxaldehyde (215 mg, 0.790 mmol) and methyl 3-(4-acetyl-2-methylphenyl)-acrylate (172 mg, 0.788 mmol) in a procedure similar to that of Example 7 (1) as a yellow crystal (259 mg, yield 69%). Starting materials: N#N (N2), C1(CC1)C=1SC(=C(N1)C(=O)Cl)C1=CC=CC=C1 (2-cyclopropyl-5-phenyl-thiazole-4-carbonyl chloride), C(C)(C)(C)OC(NC=1N=C(OC1)CN1N=C(C=C1)C(C)=O)=O ([2-(3-acetyl-pyrazol-1-ylmethyl)-oxazol-4-yl]-carbamic acid tert-butyl ester), [H-].[Na+] (NaH). The solvent is O (Water), C1CCOC1 (THF), C1CCOC1 (THF), C1CCOC1 (THF). Conditions: temperature 0 celsius, time 30 minute. The product is C(C)(C)(C)OC(N(C(=O)C=1N=C(SC1C1=CC=CC=C1)C1CC1)C=1N=C(OC1)CN1N=C(C=C1)C(C)=O)=O ([2-(3-Acetyl-pyrazol-1-ylmethyl)-oxazol-4-yl]-(2-cyclopropyl-5-phenyl-thiazole-4-carbonyl)-carbamic acid tert-butyl ester). As a reaction SMILES: N#N.[C:3]([O:7][C:8](=[O:24])[NH:9][C:10]1[N:11]=[C:12]([CH2:15][N:16]2[CH:20]=[CH:19][C:18]([C:21](=[O:23])[CH3:22])=[N:17]2)[O:13][CH:14]=1)([CH3:6])([CH3:5])[CH3:4].[H-].[Na+].[CH:27]1([C:30]2[S:31][C:32]([C:38]3[CH:43]=[CH:42][CH:41]=[CH:40][CH:39]=3)=[C:33]([C:35](Cl)=[O:36])[N:34]=2)[CH2:29][CH2:28]1>C1COCC1.O>[C:3]([O:7][C:8](=[O:24])[N:9]([C:10]1[N:11]=[C:12]([CH2:15][N:16]2[CH:20]=[CH:19][C:18]([C:21](=[O:23])[CH3:22])=[N:17]2)[O:13][CH:14]=1)[C:35]([C:33]1[N:34]=[C:30]([CH:27]2[CH2:28][CH2:29]2)[S:31][C:32]=1[C:38]1[CH:39]=[CH:40][CH:41]=[CH:42][CH:43]=1)=[O:36])([CH3:6])([CH3:4])[CH3:5] |f:2.3|. Procedure: In a flame dried round-bottomed flask equipped with a magnetic stir bar and under inert atmosphere (N2), a solution of [2-(3-acetyl-pyrazol-1-ylmethyl)-oxazol-4-yl]-carbamic acid tert-butyl ester (76 mg, 0.25 mmol) in THF (1.0 mL) was added to a suspension of NaH (27 mg, 0.61 mmol) in THF (0.5 mL) at 0° C. The resulting suspension was stirred at 0° C. for 5 min and at rt for 30 min. It was cooled to 0° C. and treated dropwise with a solution of the above prepared 2-cyclopropyl-5-phenyl-thiazole-... The reactants are C1CCOC1, CCOC(=O)CCc1cc2cc(-c3noc(-c4cnc(OC(C)C)c(C(F)(F)F)c4)n3)ccc2[nH]1, CC(C)O, Cl, [Na+], [OH-], O. Product: CC(C)Oc1ncc(-c2nc(-c3ccc4[nH]c(CCC(=O)O)cc4c3)no2)cc1C(F)(F)F. RXN SMILES: [CH2:39]1[O:40][CH2:41][CH2:42][CH2:43]1.[CH3:3][CH:4]([CH3:5])[O:6][c:7]1[c:8]([C:34]([F:35])([F:36])[F:37])[cH:9][c:10](-[c:13]2[n:14][c:15](-[c:18]3[cH:19][c:20]4[cH:21][c:22]([CH2:27][CH2:28][C:29](=[O:30])[O:31][CH2:32][CH3:33])[nH:23][c:24]4[cH:25][cH:26]3)[n:16][o:17]2)[cH:11][n:12]1.[CH:44]([OH:45])([CH3:46])[CH3:47].[ClH:38].[Na+:2].[OH-:1].[OH2:48]>>[CH3:3][CH:4]([CH3:5])[O:6][c:7]1[c:8]([C:34]([F:35])([F:36])[F:37])[cH:9][c:10](-[c:13]2[n:14][c:15](-[c:18]3[cH:19][c:20]4[cH:21][c:22]([CH2:27][CH2:28][C:29](=[O:30])[OH:31])[nH:23][c:24]4[cH:25][cH:26]3)[n:16][o:17]2)[cH:11][n:12]1. Starting materials: CC(=O)[O-], CC(NC(=O)C(C)(Cc1cn(C(=O)OCOC(=O)c2ccc(C=O)cc2)c2ccccc12)NC(=O)OCc1cc2ccccc2o1)c1ccccc1, ClC(Cl)Cl, Cl, [Na+], OC1CCNC1. The product is CC(NC(=O)C(C)(Cc1cn(C(=O)OCOC(=O)c2ccc(CN3CCC(O)C3)cc2)c2ccccc12)NC(=O)OCc1cc2ccccc2o1)c1ccccc1, Cl. Reaction SMILES: [CH3:61][C:62](=[O:63])[O-:64].[CH:1](=[O:2])[c:3]1[cH:4][cH:5][c:6]([C:7](=[O:8])[O:9][CH2:10][O:11][C:12](=[O:13])[n:14]2[cH:15][c:16]([CH2:23][C:24]([CH3:25])([C:26]([NH:27][CH:28]([CH3:29])[c:30]3[cH:31][cH:32][cH:33][cH:34][cH:35]3)=[O:36])[NH:37][C:38](=[O:39])[O:40][CH2:41][c:42]3[o:43][c:44]4[c:45]([cH:46]3)[cH:47][cH:48][cH:49][cH:50]4)[c:17]3[cH:18][cH:19][cH:20][cH:21][c:22]23)[cH:51][cH:52]1.[CH:65]([Cl:66])([Cl:67])[Cl:68].[ClH:53].[Na+:60].[OH:54][CH:55]1[CH2:56][NH:57][CH2:58][CH2:59]1>>[CH2:1]([c:3]1[cH:4][cH:5][c:6]([C:7](=[O:8])[O:9][CH2:10][O:11][C:12](=[O:13])[n:14]2[cH:15][c:16]([CH2:23][C:24]([CH3:25])([C:26]([NH:27][CH:28]([CH3:29])[c:30]3[cH:31][cH:32][cH:33][cH:34][cH:35]3)=[O:36])[NH:37][C:38](=[O:39])[O:40][CH2:41][c:42]3[o:43][c:44]4[c:45]([cH:46]3)[cH:47][cH:48][cH:49][cH:50]4)[c:17]3[cH:18][cH:19][cH:20][cH:21][c:22]23)[cH:51][cH:52]1)[N:57]1[CH2:56][CH:55]([OH:54])[CH2:59][CH2:58]1.[ClH:53].